Dataset: the Open Reaction Database (ORD), a public repository of structured organic reaction records. Task: describe an organic reaction: reactants, conditions, products, and yield The reactants are C(C1=CC=CC=C1)N1CCN(CC1)C1=C(C(=C2C(C(=CN(C2=C1C)C1CC1)C(=O)O)=O)C)F (7-(4-benzyl-1-piperazinyl)-1-cyclopropyl-6-fluoro-5,8-dimethyl-1, 4-dihydro-4-oxo-quinoline-3-carboxylic acid). The reagents and catalysts are [Pd] (Pd-C). The solvent is C(C)O (ethanol). Yields the product N1(CCNCC1)C1=C(C(=C2C(C(=CN(C2=C1C)C1CC1)C(=O)O)=O)C)F (7-(1-piperazinyl)-1-cyclopropyl-6-fluoro-5,8-dimethyl-1, 4-dihydro-4-oxoquinoline-3-carboxylic acid). The yield is 53.4%. RXN SMILES: C([N:8]1[CH2:13][CH2:12][N:11]([C:14]2[C:23]([CH3:24])=[C:22]3[C:17]([C:18](=[O:31])[C:19]([C:28]([OH:30])=[O:29])=[CH:20][N:21]3[CH:25]3[CH2:27][CH2:26]3)=[C:16]([CH3:32])[C:15]=2[F:33])[CH2:10][CH2:9]1)C1C=CC=CC=1>C(O)C.[Pd]>[N:11]1([C:14]2[C:23]([CH3:24])=[C:22]3[C:17]([C:18](=[O:31])[C:19]([C:28]([OH:30])=[O:29])=[CH:20][N:21]3[CH:25]3[CH2:26][CH2:27]3)=[C:16]([CH3:32])[C:15]=2[F:33])[CH2:12][CH2:13][NH:8][CH2:9][CH2:10]1. Reported procedure: To a solution of 7-(4-benzyl-1-piperazinyl)-1-cyclopropyl-6-fluoro-5,8-dimethyl-1, 4-dihydro-4-oxo-quinoline-3-carboxylic acid (150 mg) in ethanol (20 ml) is added 10% Pd-C (50 mg) and the catalytic reduction is carried out at 70° C. under atomospheric pressure. After filtering off the 10% Pd-C, the filtrate is concentrated. The residue is recrystallized from dimethylformamide to give 7-(1-piperazinyl)-1-cyclopropyl-6-fluoro-5,8-dimethyl-1, 4-dihydro-4-oxoquinoline-3-carboxylic acid (64 mg), m.p... Starting materials: N[C@@H](CC(N)=O)C(=O)O (Asn-OH), 4-methoxy-2,3,6-trimethylsulfonylchloride, [Cl-] (chloride), Cl.NC1=NC=CC2=CC(=CC=C12)CC(C(N1CCCCC1)=O)NC(CNS(=O)(=O)C=1C(=C(C2=C(CCC(O2)(C)C)C1C)C)C)=O (N-[1-[(1-Amino-6-isoquinolinyl)methyl]-2-oxo-2-(1-piperidinyl)ethyl]-2-[[(3,4-dihydro-2,2,5,7,8-pentamethyl-2H-1-benzopyran-6-yl)sulfonyl]amino]acetamide hydrochloride), 5b, NC1=NC=CC2=CC(=CC=C12)CC(C(N1CCCCC1)=O)NC(OC(C)(C)C)=O (1,1-Dimethylethyl 1-[(1-amino-6-isoquinolinyl)methyl]-2-oxo-2-(1-piperidinyl)ethyl-carbamate), NC(C[C@@H](C(=O)O)NS(=O)(=O)C1=C(C(=C(C=C1C)OC)C)C)=O ((2S)-4-amino-2-[[(4-methoxy-2,3,6-trimethylphenyl)sulfonyl]amino]-4-oxobutanoic acid). Yields the product Cl.NC1=NC=CC2=CC(=CC=C12)CC(C(N1CCCCC1)=O)NC(C[C@@H](C(=O)N)NS(=O)(=O)C1=C(C(=C(C=C1C)OC)C)C)=O ((2S)-N′-[1-[(1-amino-6-isoquinolinyl)methyl]-2-oxo-2-(1-piperidinyl)ethyl]-2-[[(4-methoxy-2,3,6-trimethylphenyl)sulfonyl]amino]-butanediamide hydrochloride). Reaction SMILES: [ClH:1].[NH2:2][C:3]1[C:12]2[C:7](=[CH:8][C:9]([CH2:13][CH:14]([NH:23][C:24](=[O:45])[CH2:25]NS(C3C(C)=C(C)C4OC(C)(C)CCC=4C=3C)(=O)=O)[C:15](=[O:22])[N:16]3[CH2:21][CH2:20][CH2:19][CH2:18][CH2:17]3)=[CH:10][CH:11]=2)[CH:6]=[CH:5][N:4]=1.[NH2:46]C1C2C(=CC(CC(NC(=O)OC(C)(C)C)C(=O)N3CCCCC3)=CC=2)C=CN=1.NC(=O)C[C@H:78]([NH:82][S:83]([C:86]1[C:91]([CH3:92])=[CH:90][C:89]([O:93][CH3:94])=[C:88]([CH3:95])[C:87]=1[CH3:96])(=[O:85])=[O:84])[C:79](O)=[O:80].N[C@H](C(O)=O)CC(=O)N.[Cl-]>>[ClH:1].[NH2:2][C:3]1[C:12]2[C:7](=[CH:8][C:9]([CH2:13][CH:14]([NH:23][C:24](=[O:45])[CH2:25][C@H:78]([NH:82][S:83]([C:86]3[C:91]([CH3:92])=[CH:90][C:89]([O:93][CH3:94])=[C:88]([CH3:95])[C:87]=3[CH3:96])(=[O:85])=[O:84])[C:79]([NH2:46])=[O:80])[C:15](=[O:22])[N:16]3[CH2:21][CH2:20][CH2:19][CH2:18][CH2:17]3)=[CH:10][CH:11]=2)[CH:6]=[CH:5][N:4]=1 |f:0.1,6.7|. Procedure: The procedure described for 5c was used. Deprotection of 100 mg of 5a and coupling with 105 mg of (2S)-4-amino-2-[[(4-methoxy-2,3,6-trimethylphenyl)sulfonyl]amino]-4-oxobutanoic acid (prepared from Asn-OH and 4-methoxy-2,3,6-trimethylsulfonylchloride (Mtr-chloride)using the procedure described for 5b) yielded the title compound (66 mg) as a mixture of diastereomers (1:1). 1H-NMR 400 MHz (CD3OD) δ: 1.20-1.68 (6H, m), 2.15 and 2.16 (3H, 2×s), 2.27-2.58 (2H, m), 2,57 (3H,s), 2.64 (3H, s), 2.93-3.57... Starting materials: C(C)N(C(C)C)C(C)C (N-ethyl-N,N-diisopropyl-amine), NC=1C2=CC=C(C=C2C=2C(=C(C=CC2C1)OC)OC)C (9-amino-3,4-dimethoxy-6-methyl-phenanthrene), C(C)(=O)Cl (acetyl chloride). Solvent: C(Cl)Cl (methylene chloride), C(Cl)Cl (methylene chloride). Reaction conditions: time 2 hour. Yields the product C(C)(=O)NC=1C2=CC=C(C=C2C=2C(=C(C=CC2C1)OC)OC)C (9-acetylamino-3,4-dimethoxy-6-methyl-phenanthrene). RXN SMILES: C(N(C(C)C)C(C)C)C.[NH2:10][C:11]1[C:12]2[C:17]([C:18]3[C:19]([O:27][CH3:28])=[C:20]([O:25][CH3:26])[CH:21]=[CH:22][C:23]=3[CH:24]=1)=[CH:16][C:15]([CH3:29])=[CH:14][CH:13]=2.[C:30](Cl)(=[O:32])[CH3:31]>C(Cl)Cl>[C:30]([NH:10][C:11]1[C:12]2[C:17]([C:18]3[C:19]([O:27][CH3:28])=[C:20]([O:25][CH3:26])[CH:21]=[CH:22][C:23]=3[CH:24]=1)=[CH:16][C:15]([CH3:29])=[CH:14][CH:13]=2)(=[O:32])[CH3:31]. Reported procedure: 105.7 ml (0.750M) of N-ethyl-N,N-diisopropyl-amine are added to a solution of 100.2 g (0.375M) of 9-amino-3,4-dimethoxy-6-methyl-phenanthrene in 1000 ml methylene chloride. To the resulting mixture is added dropwise over 30 minutes a solution of 34.5 ml (0.450M) of acetyl chloride in 250 ml methylene chloride. During the addition, the temperature of the reaction mixture is maintained at 20° by cooling with ice. The reaction mixture is stirred for 2 hours at room temperature and extracted with me... Starting materials: C1CCOC1, Cl, [Li+], CCOC(=O)C(Cc1cc(Cl)c(N)c(C(F)(F)F)c1)NC(=O)N1CCC(N2CCc3ccccc3NC2=O)CC1, [OH-], O, O. Yields the product Nc1c(Cl)cc(CC(NC(=O)N2CCC(N3CCc4ccccc4NC3=O)CC2)C(=O)O)cc1C(F)(F)F. RXN SMILES: [CH2:45]1[O:46][CH2:47][CH2:48][CH2:49]1.[ClH:50].[Li+:3].[NH2:4][c:5]1[c:6]([Cl:43])[cH:7][c:8]([CH2:15][CH:16]([C:17](=[O:18])[O:19][CH2:20][CH3:21])[NH:22][C:23](=[O:24])[N:25]2[CH2:26][CH2:27][CH:28]([N:31]3[C:32](=[O:42])[NH:33][c:34]4[c:35]([cH:38][cH:39][cH:40][cH:41]4)[CH2:36][CH2:37]3)[CH2:29][CH2:30]2)[cH:9][c:10]1[C:11]([F:12])([F:13])[F:14].[OH-:2].[OH2:1].[OH2:44]>>[NH2:4][c:5]1[c:6]([Cl:43])[cH:7][c:8]([CH2:15][CH:16]([C:17](=[O:18])[OH:19])[NH:22][C:23](=[O:24])[N:25]2[CH2:26][CH2:27][CH:28]([N:31]3[C:32](=[O:42])[NH:33][c:34]4[c:35]([cH:38][cH:39][cH:40][cH:41]4)[CH2:36][CH2:37]3)[CH2:29][CH2:30]2)[cH:9][c:10]1[C:11]([F:12])([F:13])[F:14]. The reactants are FC1=C(CN2CC=3C=4N(C(NC3CC2)=O)C=C(N4)C4=C(C=CC=C4)F)C=CC=C1 (9-(2-fluorobenzyl)-2-(2-fluorophenyl)-7,8,9,10-tetrahydro-imidazo[1,2-c]pyrido[3,4-e]pyrimidin-5(6H)-one), [H-].[Na+] (sodium hydride), C(C)(=O)Cl (Acetyl chloride). Run in CN(C)C=O (DMF), C(C)(=O)OCC (ethyl acetate). Run at time 15 minute. Product: C(C)(=O)N1C(N2C(C3=C1CCN(C3)CC3=C(C=CC=C3)F)=NC(=C2)C2=C(C=CC=C2)F)=O (6-acetyl-9-(2-fluorobenzyl)-2-(2-fluorophenyl)-7,8,9,10-tetrahydro-imidazo[1,2-c]pyrido[3,4-e]pyrimidin-5(6H)-one), 5-acetoxy-9-(2-fluorobenzyl)-2-(2-fluorophenyl)-7,8,9,10-tetrahydro-imidazo[1,2c]pyrido[3,4-e]pyrimidine. Reaction SMILES: [F:1][C:2]1[CH:29]=[CH:28][CH:27]=[CH:26][C:3]=1[CH2:4][N:5]1[CH2:14][CH2:13][C:12]2[NH:11][C:10](=[O:15])[N:9]3[CH:16]=[C:17]([C:19]4[CH:24]=[CH:23][CH:22]=[CH:21][C:20]=4[F:25])[N:18]=[C:8]3[C:7]=2[CH2:6]1.[H-].[Na+].[C:32](Cl)(=[O:34])[CH3:33]>CN(C=O)C.C(OCC)(=O)C>[C:32]([N:11]1[C:12]2[CH2:13][CH2:14][N:5]([CH2:4][C:3]3[CH:26]=[CH:27][CH:28]=[CH:29][C:2]=3[F:1])[CH2:6][C:7]=2[C:8]2=[N:18][C:17]([C:19]3[CH:24]=[CH:23][CH:22]=[CH:21][C:20]=3[F:25])=[CH:16][N:9]2[C:10]1=[O:15])(=[O:34])[CH3:33] |f:1.2|. Reported procedure: A mixture of 9-(2-fluorobenzyl)-2-(2-fluorophenyl)-7,8,9,10-tetrahydro-imidazo[1,2-c]pyrido[3,4-e]pyrimidin-5(6H)-one (392 mg, 1 mmol) and 50% sodium hydride (144 mg, 3 mmol) in DMF (5 mL) was stirred at room temperature for 15 min. Acetyl chloride (1 mL) was added and stirring was continued for 30 min. The reaction was diluted with ethyl acetate and washed with water. After drying over magnesium sulfate, the solvent was removed in vacuo and the residue was subjected to flash chromatography on s... Reactants: Ir(PPEI)COD, C(CC)(=O)C1=CC=CC=C1 (propiophenone), Cl(=O)(=O)(=O)[O-] (ClO4-), [OH-].[K+] (KOH). The solvent is C(C)(C)O (isopropanol), C(C)(C)O (isopropanol). Run at time 4 hour. Product: CCC(C=1C=CC=CC1)O (phenylpropanol). As a reaction SMILES: Cl([O-])(=O)(=O)=O.[OH-].[K+].[C:8]([C:12]1[CH:17]=[CH:16][CH:15]=[CH:14][CH:13]=1)(=[O:11])[CH2:9][CH3:10]>C(O)(C)C>[CH3:10][CH2:9][CH:8]([OH:11])[C:12]1[CH:13]=[CH:14][CH:15]=[CH:16][CH:17]=1 |f:1.2|. Procedure: 24.4 mg (4×10-5 moles) of [Ir(PPEI)COD]+ClO4- (-) suspended in 100 ml of isopropanol were oxidized with air for 4 hours. The resulting yellow solution was degasified for 20 minutes at reflux in a nitrogen stream and treated with 1.94 ml of an isopropanol solution of KOH (4 mg of KOH). After a 30-minute reduction in a nitrogen stream, 5.3 ml of deaerated propiophenone were added. After a 240-minute reaction, a conversion to phenylpropanol (-) of 98.5% with an e.e. of 25.07% was obtained. The pola... Reactants: C(C)(C)C1=CC=C(C=O)C=C1 (p-isopropylbenzaldehyde), S([O-])(O)=O.[Na+] (sodium bisulfite), [N+](=O)([O-])CC (1-nitroethane), [OH-].[Na+] (sodium hydroxide). The solvent is O (Water), C(C)O (ethanol). Yields the product [N+](=O)([O-])C(C(O)C1=CC=C(C=C1)C(C)C)C (2-nitro-1-(p-isopropylphenyl)-1-propanol). Reaction SMILES: [CH:1]([C:4]1[CH:11]=[CH:10][C:7]([CH:8]=[O:9])=[CH:6][CH:5]=1)([CH3:3])[CH3:2].S(=O)(O)[O-].[Na+].[N+:17]([CH2:20][CH3:21])([O-:19])=[O:18].[OH-].[Na+]>O.C(O)C>[N+:17]([CH:20]([CH3:21])[CH:8]([C:7]1[CH:6]=[CH:5][C:4]([CH:1]([CH3:3])[CH3:2])=[CH:11][CH:10]=1)[OH:9])([O-:19])=[O:18] |f:1.2,4.5|. Reported procedure: The procedure of Example 1 was followed for the reaction of 74 g of p-isopropylbenzaldehyde and 57 g of sodium bisulfite with 75 g of 1-nitroethane and 40 g of sodium hydroxide. Water and ethanol served as solvents. The product weighed 41 g and was a light yellow oil which slowly crystallized on standing: ir (film) 2.85 (m), 3.35 (m), 6.5 (s), 7.2 (m), 7.35 (m), 9.5 (m), 11.95 (m) microns; nmr (CDCl3) 7.1 (4H, s), 5.0 to 4.6 (2H, m) 3.05 (1H, broad), 2.9 (1H, quintet), 1.3 (6H, d), 1.5 to 1.2 (3... The reactants are O (water), C(C1=CC=CC=C1)Br (benzyl bromide), C([O-])([O-])=O.[K+].[K+] (potassium carbonate), OC1=C(C(=CC(=C1)C)O)C(C)=O (1-(2,6-dihydroxy-4-methylphenyl)ethanone). Solvent: C(C)(=O)OCC (ethyl acetate), CN(C=O)C (dimethylformamide). Run at time 3 hour. Product: C(C1=CC=CC=C1)OC1=C(C(=CC(=C1)C)OCC1=CC=CC=C1)C(C)=O (1-(2,6-Bisbenzyloxy-4-methylphenyl)ethanone). Isolated yield 79.9%. Reaction SMILES: [OH:1][C:2]1[CH:7]=[C:6]([CH3:8])[CH:5]=[C:4]([OH:9])[C:3]=1[C:10](=[O:12])[CH3:11].[CH2:13](Br)[C:14]1[CH:19]=[CH:18][CH:17]=[CH:16][CH:15]=1.C(=O)([O-])[O-].[K+].[K+].O>CN(C)C=O.C(OCC)(=O)C>[CH2:13]([O:1][C:2]1[CH:7]=[C:6]([CH3:8])[CH:5]=[C:4]([O:9][CH2:10][C:3]2[CH:4]=[CH:5][CH:6]=[CH:7][CH:2]=2)[C:3]=1[C:10](=[O:12])[CH3:11])[C:14]1[CH:19]=[CH:18][CH:17]=[CH:16][CH:15]=1 |f:2.3.4|. Procedure: 1.62 g (9.75 mmol) of 1-(2,6-dihydroxy-4-methylphenyl)ethanone (35) are dissolved in 30 ml of dimethylformamide, and 4.0 ml (33.7 mmol) of benzyl bromide and 13.8 g (100 mmol) of potassium carbonate are added. The reaction mixture is stirred at room temperature for 3 hours. This is followed by addition of water and extraction twice with ethyl acetate. The combined organic phases are washed with saturated sodium chloride solution, dried over sodium sulfate and concentrated in a rotary evaporator....